This data is from the Open Reaction Database (ORD), a public repository of structured organic reaction records. The task is: describe an organic reaction: reactants, conditions, products, and yield Starting materials: CCOC(=O)CCC(=O)OCC, Cc1ccc(CC#N)c(C)c1, CCO, [Na]. Yields the product CCOC(=O)CCC(=O)C(C#N)c1ccc(C)cc1C. As a reaction SMILES: [C:1]([CH2:2][CH2:3][C:4]([O:6][CH2:5][CH3:7])=[O:8])(=[O:9])[O:10][CH2:11][CH3:12].[CH3:13][c:14]1[c:15]([CH2:16][C:17]#[N:18])[cH:19][cH:20][c:21]([CH3:23])[cH:22]1.[CH3:25][CH2:26][OH:27].[Na:24]>>[C:1]([CH2:2][CH2:3][C:4](=[O:6])[CH:16]([c:15]1[c:14]([CH3:13])[cH:22][c:21]([CH3:23])[cH:20][cH:19]1)[C:17]#[N:18])(=[O:9])[O:10][CH2:11][CH3:12]. Reactants: CC(=O)c1cccc2c1CCc1ccccc1C2=O, Cc1ccccc1, O, OCCO, Cc1ccc(S(=O)(=O)O)cc1. Yields the product CC1(c2cccc3c2CCc2ccccc2C3=O)OCCO1. RXN SMILES: [C:1]([CH3:2])(=[O:3])[c:4]1[cH:5][cH:6][cH:7][c:8]2[c:14]1[CH2:13][CH2:12][c:11]1[c:10]([cH:18][cH:17][cH:16][cH:15]1)[C:9]2=[O:19].[CH3:24][c:25]1[cH:26][cH:27][cH:28][cH:29][cH:30]1.[OH2:42].[OH:20][CH2:21][CH2:22][OH:23].[c:31]1([CH3:32])[cH:33][cH:34][c:35]([S:36]([OH:37])(=[O:38])=[O:39])[cH:40][cH:41]1>>[C:1]1([CH3:2])([c:4]2[cH:5][cH:6][cH:7][c:8]3[c:14]2[CH2:13][CH2:12][c:11]2[c:10]([cH:18][cH:17][cH:16][cH:15]2)[C:9]3=[O:19])[O:3][CH2:22][CH2:21][O:20]1. The reactants are C(C)(=O)OC(C)=O (acetic anhydride), NC1=CC=CC(=N1)C(=O)OC (methyl 6-amino-2-pyridinecarboxylate). Solvent: C(=O)O (formic acid). Run at time 30 minute. Yields the product C(=O)NC1=CC=CC(=N1)C(=O)OC (methyl 6-formamido-2-pyridinecarboxylate). Isolated yield 88.8%. RXN SMILES: [C:1](OC(=O)C)(=[O:3])C.[NH2:8][C:9]1[N:14]=[C:13]([C:15]([O:17][CH3:18])=[O:16])[CH:12]=[CH:11][CH:10]=1>C(O)=O>[CH:1]([NH:8][C:9]1[N:14]=[C:13]([C:15]([O:17][CH3:18])=[O:16])[CH:12]=[CH:11][CH:10]=1)=[O:3]. Procedure details: A mixture of formic acid (559.3 g.) and acetic anhydride (1033.4 g.) was stirred for 30 minutes at 40° to 50° C. and thereto was added methyl 6-amino-2-pyridinecarboxylate (616 g.) at 40° C., and then the mixture was stirred for 1 hour at 80° C. After the removal of the solvent from the reaction mixture, the residue was dissolved in a mixture of benzene and n-hexane and then filtered. Thus obtained precipitates were recrystallized from benzene (2 l.) to give methyl 6-formamido-2-pyridinecarboxyl... The reactants are [OH-].[Al+3].[OH-].[OH-] (Aluminum hydroxide), P(=O)(O)(O)CNCC(=O)O (N-phosphonomethylglycine). The solvent is O (water). Conditions: time 8 hour. The product is P(=O)(O)(O)CNCC(=O)O.[Al] (Aluminum N-Phosphonomethylglycine). Reaction SMILES: [OH-].[Al+3:2].[OH-].[OH-].[P:5]([CH2:9][NH:10][CH2:11][C:12]([OH:14])=[O:13])([OH:8])([OH:7])=[O:6]>O>[P:5]([CH2:9][NH:10][CH2:11][C:12]([OH:14])=[O:13])([OH:8])([OH:7])=[O:6].[Al:2] |f:0.1.2.3,6.7|. Procedure: Aluminum hydroxide (1.17 grams, 0.015 mole) was combined with 7.5 grams (g) (0.045 mole) of N-phosphonomethylglycine in a 200 milliliters (ml) flask containing 60 ml of deionized water. The flask was equipped with a magnetic stirrer. This solution was heated at reflux temperature for one hour and then let stand overnight at room temperature. The reaction mixture the next day contained more solid material after cooling overnight. The solution was again heated at reflux for 3 more hours, and then ... Reactants: CC(C)(C)OC(=O)N1CCC2(CC1)CC(=O)c1cc(B3OC(C)(C)C(C)(C)O3)ccc1O2, O=C([O-])[O-], NC(=O)c1ccc(Cl)nc1, ClC(Cl)Cl, [Na+], [Na+], C1COCCO1, O, c1ccc(P(c2ccccc2)(c2ccccc2)[Pd](P(c2ccccc2)(c2ccccc2)c2ccccc2)(P(c2ccccc2)(c2ccccc2)c2ccccc2)P(c2ccccc2)(c2ccccc2)c2ccccc2)cc1. The product is CC(C)(C)OC(=O)N1CCC2(CC1)CC(=O)c1cc(-c3ccc(C(N)=O)cn3)ccc1O2. Reaction SMILES: [C:1]([CH3:2])([CH3:3])([CH3:4])[O:5][C:6](=[O:7])[N:8]1[CH2:9][CH2:10][C:11]2([O:12][c:13]3[cH:14][cH:15][c:16]([B:22]4[O:23][C:24]([CH3:25])([CH3:26])[C:27]([CH3:28])([CH3:29])[O:30]4)[cH:17][c:18]3[C:19](=[O:21])[CH2:20]2)[CH2:31][CH2:32]1.[C:43](=[O:44])([O-:45])[O-:46].[Cl:33][c:34]1[n:35][cH:36][c:37]([C:38](=[O:39])[NH2:40])[cH:41][cH:42]1.[Cl:55][CH:56]([Cl:57])[Cl:58].[Na+:47].[Na+:48].[O:49]1[CH2:50][CH2:51][O:52][CH2:53][CH2:54]1.[OH2:59].[cH:60]1[cH:61][cH:62][c:63]([P:64]([Pd:65]([P:66]([c:67]2[cH:68][cH:69][cH:70][cH:71][cH:72]2)([c:73]2[cH:74][cH:75][cH:76][cH:77][cH:78]2)[c:79]2[cH:80][cH:81][cH:82][cH:83][cH:84]2)([P:85]([c:86]2[cH:87][cH:88][cH:89][cH:90][cH:91]2)([c:92]2[cH:93][cH:94][cH:95][cH:96][cH:97]2)[c:98]2[cH:99][cH:100][cH:101][cH:102][cH:103]2)[P:104]([c:105]2[cH:106][cH:107][cH:108][cH:109][cH:110]2)([c:111]2[cH:112][cH:113][cH:114][cH:115][cH:116]2)[c:117]2[cH:118][cH:119][cH:120][cH:121][cH:122]2)([c:123]2[cH:124][cH:125][cH:126][cH:127][cH:128]2)[c:129]2[cH:130][cH:131][cH:132][cH:133][cH:134]2)[cH:135][cH:136]1>>[C:1]([CH3:2])([CH3:3])([CH3:4])[O:5][C:6](=[O:7])[N:8]1[CH2:9][CH2:10][C:11]2([O:12][c:13]3[cH:14][cH:15][c:16](-[c:34]4[n:35][cH:36][c:37]([C:38](=[O:39])[NH2:40])[cH:41][cH:42]4)[cH:17][c:18]3[C:19](=[O:21])[CH2:20]2)[CH2:31][CH2:32]1. Reactants: CC(C)(C)OC(=O)Nc1ncc(C=O)s1, C[Si](C)(C)C#N, ClCCl, [I-], [I-], [Zn+2]. Yields the product CC(C)(C)OC(=O)Nc1ncc(C(O)CN)s1. Reaction SMILES: [C:1]([CH3:2])([CH3:3])([CH3:4])[O:5][C:6]([NH:7][c:8]1[s:9][c:10]([CH:13]=[O:14])[cH:11][n:12]1)=[O:15].[CH3:16][Si:17]([CH3:18])([CH3:19])[C:20]#[N:21].[Cl:22][CH2:23][Cl:24].[I-:25].[I-:27].[Zn+2:26]>>[C:1]([CH3:2])([CH3:3])([CH3:4])[O:5][C:6]([NH:7][c:8]1[s:9][c:10]([CH:13]([OH:14])[CH2:20][NH2:21])[cH:11][n:12]1)=[O:15]. Reactants: CC(C)(C)c1cc(C(CCc2ccccc2)O[Si](C)(C)C)cc(C(C)(C)C)c1O, C1COCCN1, CCCCCC. The product is CC(C)(C)c1cc(C(CCc2ccccc2)N2CCOCC2)cc(C(C)(C)C)c1O. Reaction SMILES: [C:1]([CH3:2])([CH3:3])([CH3:4])[c:5]1[c:6]([OH:29])[c:7]([C:25]([CH3:26])([CH3:27])[CH3:28])[cH:8][c:9]([CH:11]([CH2:12][CH2:13][c:14]2[cH:15][cH:16][cH:17][cH:18][cH:19]2)[O:20][Si:21]([CH3:22])([CH3:23])[CH3:24])[cH:10]1.[CH2:30]1[CH2:31][O:32][CH2:33][CH2:34][NH:35]1.[CH3:36][CH2:37][CH2:38][CH2:39][CH2:40][CH3:41]>>[C:1]([CH3:2])([CH3:3])([CH3:4])[c:5]1[c:6]([OH:29])[c:7]([C:25]([CH3:26])([CH3:27])[CH3:28])[cH:8][c:9]([CH:11]([CH2:12][CH2:13][c:14]2[cH:15][cH:16][cH:17][cH:18][cH:19]2)[N:35]2[CH2:30][CH2:31][O:32][CH2:33][CH2:34]2)[cH:10]1. The reactants are N[C@@H](CCC(OCC1=CC=CC=C1)=O)C(=O)OCC1=CC=CC=C1 (H-Glu(OBzl)-OBzl), ClC(=O)OCC(C)C (isobutyl chloroformate), N([C@@H](CCCCNS(=O)(=O)C1=CC=C(C)C=C1)C(=O)O)C(=O)OCC1=CC=CC=C1 (Z-Lys(Tos)-OH), CN1CCOCC1 (N-methylmorpholine). Run in CN(C=O)C (dimethylformamide), O1CCCC1 (tetrahydrofuran), C(C)OCC (ethyl ether), C(C)N(CC)CC (triethylamine), CN(C=O)C (DMF). Reaction conditions: temperature -15 celsius, time 1 minute. Product: N([C@@H](CCCCNS(=O)(=O)C1=CC=C(C)C=C1)C(=O)N[C@@H](CCC(OCC1=CC=CC=C1)=O)C(=O)OCC1=CC=CC=C1)C(=O)OCC1=CC=CC=C1 (Z-Lys(Tos)-Glu(OBzl)-OBzl). As a reaction SMILES: [NH2:1][C@H:2]([C:15]([O:17][CH2:18][C:19]1[CH:24]=[CH:23][CH:22]=[CH:21][CH:20]=1)=[O:16])[CH2:3][CH2:4][C:5](=[O:14])[O:6][CH2:7][C:8]1[CH:13]=[CH:12][CH:11]=[CH:10][CH:9]=1.[NH:25]([C:45]([O:47][CH2:48][C:49]1[CH:54]=[CH:53][CH:52]=[CH:51][CH:50]=1)=[O:46])[C@H:26]([C:42](O)=[O:43])[CH2:27][CH2:28][CH2:29][CH2:30][NH:31][S:32]([C:35]1[CH:41]=[CH:40][C:38]([CH3:39])=[CH:37][CH:36]=1)(=[O:34])=[O:33].CN1CCOCC1.ClC(OCC(C)C)=O>CN(C)C=O.O1CCCC1.C(OCC)C.C(N(CC)CC)C>[NH:25]([C:45]([O:47][CH2:48][C:49]1[CH:50]=[CH:51][CH:52]=[CH:53][CH:54]=1)=[O:46])[C@H:26]([C:42]([NH:1][C@H:2]([C:15]([O:17][CH2:18][C:19]1[CH:20]=[CH:21][CH:22]=[CH:23][CH:24]=1)=[O:16])[CH2:3][CH2:4][C:5](=[O:14])[O:6][CH2:7][C:8]1[CH:13]=[CH:12][CH:11]=[CH:10][CH:9]=1)=[O:43])[CH2:27][CH2:28][CH2:29][CH2:30][NH:31][S:32]([C:35]1[CH:41]=[CH:40][C:38]([CH3:39])=[CH:37][CH:36]=1)(=[O:34])=[O:33]. Procedure: 4.18 Grams of H-Glu(OBzl)-OBzl.Tos was dissolved in 30 ml of dimethylformamide (DMF), then 1.21 ml of triethylamine (TEA) was added and the mixture was stirred under cooling. On the other hand, 4.35 g of Z-Lys(Tos)-OH was dissolved in 30 ml of tetrahydrofuran (THF), and 0.98 ml of N-methylmorpholine was added thereto, then this mixture was cooled to -15° C. and under stirring condition 1.27 ml of isobutyl chloroformate was added dropwise. 30 Seconds after the addition, then the cooled DMF soluti...